From a dataset of the Open Reaction Database (ORD), a public repository of structured organic reaction records. describe an organic reaction: reactants, conditions, products, and yield Starting materials: O1CCC(CC1)N1N=CC(=C1)C=1C=C(C=NC1)C1=CC(=NC(=C1)N)C1=NC=CC=C1 (5″-[1-(Tetrahydro-pyran-4-yl)-1H-pyrazol-4-yl]-[2,2′;4′,3″]terpyridin-6′-ylamine), C(C)(C)(C)N1CCN(CC1)CC1=CC=C(C=C1)B(O)O (4-((4-tert-butylpiperazin-1-yl)methyl)phenylboronic acid). Product: C(C)(C)(C)N1CCN(CC1)CC1=CC=C(C=C1)C=1C=C(C=NC1)C1=CC(=NC(=C1)N)C1=NC=CC=C1 (5″-[4-(4-tert-Butyl-piperazin-1-ylmethyl)-phenyl]-[2,2′;4′,3″]terpyridin-6′-ylamine). Procedure: This compound is prepared analogously to 5″-[1-(Tetrahydro-pyran-4-yl)-1H-pyrazol-4-yl]-[2,2′;4′,3″]terpyridin-6′-ylamine (Example 2.156) by replacing 1-(tetrahydro-pyran-4-yl)-4-(4,4,5,5-tetramethyl-[1,3,2]dioxaborolan-2-yl)-1H-pyrazole (Intermediate B18) with 4-((4-tert-butylpiperazin-1-yl)methyl)phenylboronic acid (Intermediate B10). RXN SMILES: O1CCC(N2C=C([C:12]3[CH:13]=[C:14]([C:18]4[CH:23]=[C:22]([NH2:24])[N:21]=[C:20]([C:25]5[CH:30]=[CH:29][CH:28]=[CH:27][N:26]=5)[CH:19]=4)[CH:15]=[N:16][CH:17]=3)C=N2)CC1.[C:31]([N:35]1[CH2:40][CH2:39][N:38]([CH2:41][C:42]2[CH:47]=[CH:46][C:45](B(O)O)=[CH:44][CH:43]=2)[CH2:37][CH2:36]1)([CH3:34])([CH3:33])[CH3:32]>>[C:31]([N:35]1[CH2:40][CH2:39][N:38]([CH2:41][C:42]2[CH:47]=[CH:46][C:45]([C:12]3[CH:13]=[C:14]([C:18]4[CH:23]=[C:22]([NH2:24])[N:21]=[C:20]([C:25]5[CH:30]=[CH:29][CH:28]=[CH:27][N:26]=5)[CH:19]=4)[CH:15]=[N:16][CH:17]=3)=[CH:44][CH:43]=2)[CH2:37][CH2:36]1)([CH3:34])([CH3:33])[CH3:32]. Starting materials: [Cl-].COC[P+](C1=CC=CC=C1)(C1=CC=CC=C1)C1=CC=CC=C1 ((Methoxymethyl)triphenylphosphonium chloride), O (water), CN(C)CC1CCC(CC1)=O (4-[dimethylaminomethyl]-cyclohexanone), CC(C)(C)[O-].[K+] (potassium tert-butylate), O (water). Run in C1CCOC1 (THF), C1CCOC1 (THF), C1CCOC1 (THF). Conditions: temperature 0 celsius, time 15 minute. The product is CN(C)CC1CCC(CC1)C=O (4-[dimethylaminomethyl]-cyclohexane-carbaldehyde). RXN SMILES: [Cl-].[CH3:2][O:3]C[P+](C1C=CC=CC=1)(C1C=CC=CC=1)C1C=CC=CC=1.CC([O-])(C)C.[K+].[CH3:30][N:31]([CH2:33][CH:34]1[CH2:39][CH2:38][C:37](=O)[CH2:36][CH2:35]1)[CH3:32].O>C1COCC1>[CH3:30][N:31]([CH2:33][CH:34]1[CH2:39][CH2:38][CH:37]([CH:2]=[O:3])[CH2:36][CH2:35]1)[CH3:32] |f:0.1,2.3|. Procedure: (Methoxymethyl)triphenylphosphonium chloride (25.7 g, 75 mmole) was suspended in absolute THF (100 ml) under argon, potassium tert-butylate (8.42 g, 75 mmole) dissolved in absolute THF (70 ml) was added dropwise, and then stirred for 15 minutes at 0° C. The corresponding 4-[dimethylaminomethyl]-cyclohexanone 8 (50 mmole), dissolved in absolute THF (75 ml), was then added dropwise to the above solution and stirred overnight at RT. The mixture was hydrolysed by adding dropwise water (38 ml) and 6N... Starting materials: ice water, C1CCOC1 (THF), FC=1C=C(C(=C(C1)CO)OC)OCC1=CC=CC=C1 ({5-fluoro-2-(methyloxy)-3-[(phenylmethyl)oxy]phenyl}methanol), S(=O)(Cl)Cl (thionyl chloride), CN(C)C=O (DMF). Run in C(C)(=O)OCC (Ethyl acetate). The product is ClCC1=C(C(=CC(=C1)F)OCC1=CC=CC=C1)OC (1-(chloromethyl)-5-fluoro-2-(methyloxy)-3-[(phenylmethyl)oxy]benzene), oil. The yield is 93.5%. RXN SMILES: C1COCC1.[F:6][C:7]1[CH:8]=[C:9]([O:17][CH2:18][C:19]2[CH:24]=[CH:23][CH:22]=[CH:21][CH:20]=2)[C:10]([O:15][CH3:16])=[C:11]([CH2:13]O)[CH:12]=1.S(Cl)([Cl:27])=O.CN(C=O)C>C(OCC)(=O)C>[Cl:27][CH2:13][C:11]1[CH:12]=[C:7]([F:6])[CH:8]=[C:9]([O:17][CH2:18][C:19]2[CH:24]=[CH:23][CH:22]=[CH:21][CH:20]=2)[C:10]=1[O:15][CH3:16]. Procedure: A THF (25 mL) solution of {5-fluoro-2-(methyloxy)-3-[(phenylmethyl)oxy]phenyl}methanol (6.94 g, 26 mmol) was cooled to 0° C. and was then treated with thionyl chloride (2.5 mL, 34 mmol) and DMF (5.0 mL, 65 mmol) for 30 min. Ethyl acetate and ice water were then added. The layers were partitioned, and the aqueous phase was extracted with ethyl acetate. The organic extracts were combined, dried over magnesium sulfate, filtered, and concentrated in vacuo. The product, 1-(chloromethyl)-5-fluoro-2-(m... The reactants are BrCC1=CC(=CC=C1)COCC(COCCCCCCCCCCCCCCCC)OC (1-(bromomethyl)-3-[[3-(hexadecyloxy)-2-methoxypropoxy]methyl]benzene), N1C=NC=C1 (imidazole). Run in C1(=CC=CC=C1)C (toluene). Isolated yield 86.3%. Run at temperature 80 celsius. Procedure: a mixture of 2.4 g of 1-(bromomethyl)-3-[[3-(hexadecyloxy)-2-methoxypropoxy]methyl]benzene, 2.54 g of imidazole and 30 ml of toluene was heated at 80° C. under argon in a pressure bottle for 4 hours and then evaporated. The residue was purified by chromatography, giving 2.02 g of the desired product as a colorless oil. As a reaction SMILES: Br[CH2:2][C:3]1[CH:8]=[CH:7][CH:6]=[C:5]([CH2:9][O:10][CH2:11][CH:12]([O:31][CH3:32])[CH2:13][O:14][CH2:15][CH2:16][CH2:17][CH2:18][CH2:19][CH2:20][CH2:21][CH2:22][CH2:23][CH2:24][CH2:25][CH2:26][CH2:27][CH2:28][CH2:29][CH3:30])[CH:4]=1.[NH:33]1[CH:37]=[CH:36][N:35]=[CH:34]1>C1(C)C=CC=CC=1>[CH2:15]([O:14][CH2:13][CH:12]([O:31][CH3:32])[CH2:11][O:10][CH2:9][C:5]1[CH:4]=[C:3]([CH2:2][N:33]2[CH:37]=[CH:36][N:35]=[CH:34]2)[CH:8]=[CH:7][CH:6]=1)[CH2:16][CH2:17][CH2:18][CH2:19][CH2:20][CH2:21][CH2:22][CH2:23][CH2:24][CH2:25][CH2:26][CH2:27][CH2:28][CH2:29][CH3:30]. Yields the product C(CCCCCCCCCCCCCCC)OCC(COCC=1C=C(C=CC1)CN1C=NC=C1)OC (1-[[3-[[3-(Hexdecyloxy)-2-methoxypropoxy]methyl]phenyl]methyl]-1H-imidazole). The reactants are Cl (hydrochloric acid), ClC=1C(=CC(=C(C=O)C1)O)O (5-Chloro-2,4-dihydroxybenzaldehyde), C(CCCCCCCCCCC)=O (dodecanal), [Cl-].[Ca+2].[Cl-] (calcium chloride), CO.[OH-].[K+] (potassium hydroxide methanol). Solvent: CO (methanol). Conditions: time 24 hour. Product: ClC=1C(=C(C(=C(C=O)C1)O)C(CCCCCCCCCCC)O)O (5-chloro-2,4-dihydroxy-3-(1-hydroxydodecyl)benzaldehyde), solid, ClC=1C(=CC(=C(C=O)C1)O)O (5-chloro-2,4-dihydroxybenzaldehyde). The yield is 42.0%. As a reaction SMILES: [Cl:1][C:2]1[C:3]([OH:11])=[CH:4][C:5]([OH:10])=[C:6]([CH:9]=1)[CH:7]=[O:8].[CH:12](=[O:24])[CH2:13][CH2:14][CH2:15][CH2:16][CH2:17][CH2:18][CH2:19][CH2:20][CH2:21][CH2:22][CH3:23].[Cl-].[Ca+2].[Cl-].CO.[OH-].[K+].Cl>CO>[Cl:1][C:2]1[C:3]([OH:11])=[C:4]([CH:12]([OH:24])[CH2:13][CH2:14][CH2:15][CH2:16][CH2:17][CH2:18][CH2:19][CH2:20][CH2:21][CH2:22][CH3:23])[C:5]([OH:10])=[C:6]([CH:9]=1)[CH:7]=[O:8].[Cl:1][C:2]1[C:3]([OH:11])=[CH:4][C:5]([OH:10])=[C:6]([CH:9]=1)[CH:7]=[O:8] |f:2.3.4,5.6.7|. Procedure details: 5-Chloro-2,4-dihydroxybenzaldehyde (493 mg, 2.86 mmol), dodecanal (641 mg, 3.48 mmol) and calcium chloride dehydrate (3.02 mg, 2.03 mmol) were dissolved in methanol (6 ml), added with a potassium hydroxide methanol solution (1.0 M, 4.0 ml) at 0° C. and stirred for 24 hours. The reaction mixture was made acidic with 1 M hydrochloric acid and extracted with ethyl acetate, and after post-treatment, the crude product (1.18 g) was purified by silica gel column chromatography (hexane:ethyl acetate=7:1... Isolated yield 38.2%. Reactants: C(=O)(O)C12CCC(CC1)(CC2)NCC(=O)N2[C@@H](C[C@@H](C2)F)C#N ((2S,4S)-1-[[N-(4-carboxybicyclo[2.2.2]oct-1-yl)amino]acetyl]-4-fluoropyrrolidine-2-carbonitrile), ClC1=CC=C(N)C=C1 (4-chloroaniline). As a reaction SMILES: [C:1]([C:4]12[CH2:11][CH2:10][C:7]([NH:12][CH2:13][C:14]([N:16]3[CH2:20][C@@H:19]([F:21])[CH2:18][C@H:17]3[C:22]#[N:23])=[O:15])([CH2:8][CH2:9]1)[CH2:6][CH2:5]2)([OH:3])=O.[Cl:24][C:25]1[CH:31]=[CH:30][C:28]([NH2:29])=[CH:27][CH:26]=1>>[Cl:24][C:25]1[CH:31]=[CH:30][C:28]([NH:29][C:1]([C:4]23[CH2:9][CH2:8][C:7]([NH:12][CH2:13][C:14]([N:16]4[CH2:20][C@@H:19]([F:21])[CH2:18][C@H:17]4[C:22]#[N:23])=[O:15])([CH2:6][CH2:5]2)[CH2:10][CH2:11]3)=[O:3])=[CH:27][CH:26]=1. Procedure details: In a similar manner to Example 63, (2S,4S)-1-[[N-(4-carboxybicyclo[2.2.2]oct-1-yl)amino]acetyl]-4-fluoropyrrolidine-2-carbonitrile (50.0 mg) and 4-chloroaniline (43.0 mg) were used to obtain (2S,4S)-1-[[N-[4-[N-(4-chlorophenyl)amino]carbonylbicyclo[2.2.2]oct-1-yl]amino]acetyl]-4-fluoropyrrolidine-2-carbonitrile (25.6 mg). The product is ClC1=CC=C(C=C1)NC(=O)C12CCC(CC1)(CC2)NCC(=O)N2[C@@H](C[C@@H](C2)F)C#N ((2S,4S)-1-[[N-[4-[N-(4-chlorophenyl)amino]carbonylbicyclo[2.2.2]oct-1-yl]amino]acetyl]-4-fluoropyrrolidine-2-carbonitrile). Reactants: CS(C)=O, COc1cc(OC(C)C)ccc1-c1c(OC(C)C)cccc1C1=NC(C)(C)CO1, CI. Yields the product COc1cc(OC(C)C)ccc1-c1c(OC(C)C)cccc1C1=[N+](C)C(C)(C)CO1, [I-]. RXN SMILES: [CH3:32][S:33]([CH3:34])=[O:35].[CH:3]([CH3:4])([CH3:5])[O:6][c:7]1[cH:8][cH:9][cH:10][c:11]([C:25]2=[N:29][C:28]([CH3:30])([CH3:31])[CH2:27][O:26]2)[c:12]1-[c:13]1[c:14]([O:23][CH3:24])[cH:15][c:16]([O:19][CH:20]([CH3:21])[CH3:22])[cH:17][cH:18]1.[I:1][CH3:2]>>[CH3:2][N+:29]1=[C:25]([c:11]2[cH:10][cH:9][cH:8][c:7]([O:6][CH:3]([CH3:4])[CH3:5])[c:12]2-[c:13]2[c:14]([O:23][CH3:24])[cH:15][c:16]([O:19][CH:20]([CH3:21])[CH3:22])[cH:17][cH:18]2)[O:26][CH2:27][C:28]1([CH3:30])[CH3:31].[I-:1].